From a dataset of the Open Reaction Database (ORD), a public repository of structured organic reaction records. describe an organic reaction: reactants, conditions, products, and yield Starting materials: COC(=O)C(C)N(CC(C#N)NCCCC(=O)OC(C)(C)C)C(=O)OCc1ccccc1, C1CCOC1, CCN=C=NCCCN(C)C, [Li+], [OH-], O, O, On1nnc2ccccc21. The product is CC1C(=O)N(CCCC(=O)OC(C)(C)C)C(C#N)CN1C(=O)OCc1ccccc1. RXN SMILES: [C:1]([CH3:2])([CH3:3])([CH3:4])[O:5][C:6]([CH2:7][CH2:8][CH2:9][NH:10][CH:11]([C:12]#[N:13])[CH2:14][N:15]([CH:16]([CH3:17])[C:18](=[O:19])[O:20][CH3:21])[C:22](=[O:23])[O:24][CH2:25][c:26]1[cH:27][cH:28][cH:29][cH:30][cH:31]1)=[O:32].[CH2:57]1[O:58][CH2:59][CH2:60][CH2:61]1.[CH3:36][CH2:37][N:38]=[C:39]=[N:40][CH2:41][CH2:42][CH2:43][N:44]([CH3:45])[CH3:46].[Li+:35].[OH-:34].[OH2:33].[OH2:62].[OH:47][n:48]1[c:49]2[c:50]([cH:51][cH:52][cH:53][cH:54]2)[n:55][n:56]1>>[C:1]([CH3:2])([CH3:3])([CH3:4])[O:5][C:6]([CH2:7][CH2:8][CH2:9][N:10]1[CH:11]([C:12]#[N:13])[CH2:14][N:15]([C:22](=[O:23])[O:24][CH2:25][c:26]2[cH:27][cH:28][cH:29][cH:30][cH:31]2)[CH:16]([CH3:17])[C:18]1=[O:19])=[O:32].